From a dataset of the Open Reaction Database (ORD), a public repository of structured organic reaction records. describe an organic reaction: reactants, conditions, products, and yield Reactants: C#CC(C)(C)O, CC(C)NC(C)C, [Cu]I, NC1=NC2(CO1)c1cc(O)ccc1Oc1ncc(Br)cc12, CN(C)C=O, O, c1ccc(P(c2ccccc2)(c2ccccc2)[Pd](P(c2ccccc2)(c2ccccc2)c2ccccc2)(P(c2ccccc2)(c2ccccc2)c2ccccc2)P(c2ccccc2)(c2ccccc2)c2ccccc2)cc1. Product: CC(C)(O)C#Cc1cnc2c(c1)C1(COC(N)=N1)c1cc(O)ccc1O2. RXN SMILES: [CH3:34][C:35]([CH3:36])([C:37]#[CH:38])[OH:39].[CH:27]([NH:28][CH:29]([CH3:30])[CH3:31])([CH3:32])[CH3:33].[Cu:41][I:42].[NH2:1][C:2]1=[N:21][C:5]2([CH2:4][O:3]1)[c:6]1[cH:7][c:8]([OH:20])[cH:9][cH:10][c:11]1[O:12][c:13]1[n:14][cH:15][c:16]([Br:19])[cH:17][c:18]12.[O:22]=[CH:23][N:24]([CH3:25])[CH3:26].[OH2:40].[cH:43]1[cH:44][cH:45][c:46]([P:47]([Pd:48]([P:49]([c:50]2[cH:51][cH:52][cH:53][cH:54][cH:55]2)([c:56]2[cH:57][cH:58][cH:59][cH:60][cH:61]2)[c:62]2[cH:63][cH:64][cH:65][cH:66][cH:67]2)([P:68]([c:69]2[cH:70][cH:71][cH:72][cH:73][cH:74]2)([c:75]2[cH:76][cH:77][cH:78][cH:79][cH:80]2)[c:81]2[cH:82][cH:83][cH:84][cH:85][cH:86]2)[P:87]([c:88]2[cH:89][cH:90][cH:91][cH:92][cH:93]2)([c:94]2[cH:95][cH:96][cH:97][cH:98][cH:99]2)[c:100]2[cH:101][cH:102][cH:103][cH:104][cH:105]2)([c:106]2[cH:107][cH:108][cH:109][cH:110][cH:111]2)[c:112]2[cH:113][cH:114][cH:115][cH:116][cH:117]2)[cH:118][cH:119]1>>[NH2:1][C:2]1=[N:21][C:5]2([CH2:4][O:3]1)[c:6]1[cH:7][c:8]([OH:20])[cH:9][cH:10][c:11]1[O:12][c:13]1[n:14][cH:15][c:16]([C:38]#[C:37][C:35]([CH3:34])([CH3:36])[OH:39])[cH:17][c:18]12. Reactants: ClC1=NC(=CC(=C1)C(C)=O)Cl (1-(2,6-Dichloropyridin-4-yl)ethanone), C1(CC1)N (cyclopropylamine). Yields the product ClC1=NC(=CC(=C1)C(C)NC1CC1)Cl (N-[1-(2,6-dichloropyridin-4-yl)ethyl]-cyclopropylamine). As a reaction SMILES: [Cl:1][C:2]1[CH:7]=[C:6]([C:8](=O)[CH3:9])[CH:5]=[C:4]([Cl:11])[N:3]=1.[CH:12]1([NH2:15])[CH2:14][CH2:13]1>>[Cl:1][C:2]1[CH:7]=[C:6]([CH:8]([NH:15][CH:12]2[CH2:14][CH2:13]2)[CH3:9])[CH:5]=[C:4]([Cl:11])[N:3]=1. Reported procedure: 1-(2,6-Dichloropyridin-4-yl)ethanone and cyclopropylamine were treated in the similar manner to Reference Example 6(6) to give N-[1-(2,6-dichloropyridin-4-yl)ethyl]-cyclopropylamine [Ex(297-1)] as a pale yellow oil. RXN SMILES: [C:21]([O-:22])(=[O:23])[CH3:24].[CH3:27][CH2:28][OH:29].[Cl:1][c:2]1[n:3][c:4]([Cl:9])[cH:5][c:6]([Cl:8])[n:7]1.[NH2:10][NH:11][c:12]1[cH:13][cH:14][cH:15][cH:16][cH:17]1.[Na+:25].[OH2:18].[OH2:19].[OH2:20].[OH2:26]>>[Cl:1][c:2]1[n:3][c:4]([Cl:9])[cH:5][c:6]([N:11]([NH2:10])[c:12]2[cH:13][cH:14][cH:15][cH:16][cH:17]2)[n:7]1. The reactants are CC(=O)[O-], CCO, Clc1cc(Cl)nc(Cl)n1, NNc1ccccc1, [Na+], O, O, O, O. Product: NN(c1ccccc1)c1cc(Cl)nc(Cl)n1. The reactants are C(#N)C=1C(=C(C#N)C=C(C1)C#N)S (3,5-dicyano-2-mercaptobenzonitrile), C(C)(=O)O[C@H]1[C@H](SC[C@H]([C@@H]1OC(C)=O)OC(C)=O)Br (2,3,4-tri-O-acetyl-5-thio-α-D-xylopyranosyl bromide), [Hg](C#N)C#N (Hg(CN)2). Yields the product C(C)(=O)O[C@H]1[C@H](SC2=C(C=C(C=C2C#N)C#N)C#N)SC[C@H]([C@@H]1OC(C)=O)OC(C)=O (2,4,6-tricyanophenyl 2,3,4-tri-O-acetyl-1,5-dithio-β-D-xylopyranoside). The yield is 17.0%. As a reaction SMILES: [C:1]([C:3]1[C:4]([SH:13])=[C:5]([CH:8]=[C:9]([C:11]#[N:12])[CH:10]=1)[C:6]#[N:7])#[N:2].[C:14]([O:17][C@@H:18]1[C@@H:23]([O:24][C:25](=[O:27])[CH3:26])[C@H:22]([O:28][C:29](=[O:31])[CH3:30])[CH2:21][S:20][C@@H:19]1Br)(=[O:16])[CH3:15].[Hg](C#N)C#N>>[C:14]([O:17][C@@H:18]1[C@@H:23]([O:24][C:25](=[O:27])[CH3:26])[C@H:22]([O:28][C:29](=[O:31])[CH3:30])[CH2:21][S:20][C@H:19]1[S:13][C:4]1[C:3]([C:1]#[N:2])=[CH:10][C:9]([C:11]#[N:12])=[CH:8][C:5]=1[C:6]#[N:7])(=[O:16])[CH3:15]. Procedure: If the procedure described in Preparation I is followed starting from 4.8 g (258.10-3 mol) of 3,5-dicyano-2-mercaptobenzonitrile (Example 17a), 9.71 g (258.10-3 mol) of 2,3,4-tri-O-acetyl-5-thio-α-D-xylopyranosyl bromide and 6.57 g (8.6.10-3 mol) of mercuric cyanide (Hg(CN)2), 2 g (yield: 17%) of the expected product are obtained after crystallization from ether. Reactants: C(\C=C(/C)\CCC=C(C)C)OC1=C(C=C(C(=O)O)C=C1)OC (4-geranyloxy-3-methoxybenzoic acid), NCC1N(CCC1)CC (2-aminomethyl-1-ethylpyrrolidine). Product: C(C)N1C(CCC1)CNC(C1=CC(=C(C=C1)OC\C=C(/C)\CCC=C(C)C)OC)=O (1-ethyl-2-(4-geranyloxy-3-methoxybenzoylaminomethyl)pyrrolidine). The yield is 79.0%. RXN SMILES: [CH2:1]([O:11][C:12]1[CH:20]=[CH:19][C:15]([C:16]([OH:18])=O)=[CH:14][C:13]=1[O:21][CH3:22])/[CH:2]=[C:3](/[CH2:5][CH2:6][CH:7]=[C:8]([CH3:10])[CH3:9])\[CH3:4].[NH2:23][CH2:24][CH:25]1[CH2:29][CH2:28][CH2:27][N:26]1[CH2:30][CH3:31]>>[CH2:30]([N:26]1[CH2:27][CH2:28][CH2:29][CH:25]1[CH2:24][NH:23][C:16](=[O:18])[C:15]1[CH:19]=[CH:20][C:12]([O:11][CH2:1]/[CH:2]=[C:3](/[CH2:5][CH2:6][CH:7]=[C:8]([CH3:9])[CH3:10])\[CH3:4])=[C:13]([O:21][CH3:22])[CH:14]=1)[CH3:31]. Procedure: In a manner identical to Example 15, 4-geranyloxy-3-methoxybenzoic acid(1.52 g) was subjected to a condensation reaction with 2-aminomethyl-1-ethylpyrrolidine (0.7 ml), thereby yielding 1.63 g(79%) of the aimed compound. Starting materials: OCCCOC1=CC=C(C=C1)C[C@@H](C(=O)O)OC ((2S)-3-[4-(3-Hydroxy-propoxy)-phenyl]-2-methoxy-propionic acid), FC=1C=C(C=C(C1)F)O (3,5-difluorophenol). Product: FC=1C=C(OCCCOC2=CC=C(C=C2)C[C@@H](C(=O)O)OC)C=C(C1)F ((2S)-3-{4-[3-(3,5-Difluoro-phenoxy)-propoxy]-phenyl}-2-methoxy-propionic acid). RXN SMILES: [OH:1][CH2:2][CH2:3][CH2:4][O:5][C:6]1[CH:11]=[CH:10][C:9]([CH2:12][C@H:13]([O:17][CH3:18])[C:14]([OH:16])=[O:15])=[CH:8][CH:7]=1.[F:19][C:20]1[CH:21]=[C:22](O)[CH:23]=[C:24]([F:26])[CH:25]=1>>[F:19][C:20]1[CH:21]=[C:22]([CH:23]=[C:24]([F:26])[CH:25]=1)[O:1][CH2:2][CH2:3][CH2:4][O:5][C:6]1[CH:11]=[CH:10][C:9]([CH2:12][C@H:13]([O:17][CH3:18])[C:14]([OH:16])=[O:15])=[CH:8][CH:7]=1. Procedure details: The title compound was prepared from (2S)-3-[4-(3-Hydroxy-propoxy)-phenyl]-2-methoxy-propionic acid linked to Wang's Resin (Example 94, Step D) via Mitsunobu coupling with 3,5-difluorophenol and cleavage from the resin (Standard Procedure G) gave an oily solid. Reactants: O=C([O-])[O-], CCC(C)NC, Clc1cncc(Cl)n1, [K+], [K+], O. Yields the product CCC(C)N(C)c1cncc(Cl)n1. Reaction SMILES: [C:15](=[O:16])([O-:17])[O-:18].[CH3:9][NH:10][CH:11]([CH3:12])[CH2:13][CH3:14].[Cl:1][c:2]1[n:3][c:4]([Cl:8])[cH:5][n:6][cH:7]1.[K+:19].[K+:20].[OH2:21]>>[c:2]1([N:10]([CH3:9])[CH:11]([CH3:12])[CH2:13][CH3:14])[n:3][c:4]([Cl:8])[cH:5][n:6][cH:7]1. Reaction SMILES: [CH:9]1([CH2:12][CH2:13][O:14][c:15]2[cH:16][c:17](=[O:30])[n:18](-[c:21]3[s:22][c:23]([C:27](=[O:28])[OH:29])[c:24]([CH3:26])[n:25]3)[cH:19][cH:20]2)[CH2:10][CH2:11]1.[n:1]1[cH:2][c:3]([CH2:7][NH2:8])[cH:4][cH:5][cH:6]1>>[n:1]1[cH:2][c:3]([CH2:7][NH:8][C:27]([c:23]2[s:22][c:21](-[n:18]3[c:17](=[O:30])[cH:16][c:15]([O:14][CH2:13][CH2:12][CH:9]4[CH2:10][CH2:11]4)[cH:20][cH:19]3)[n:25][c:24]2[CH3:26])=[O:28])[cH:4][cH:5][cH:6]1. The product is Cc1nc(-n2ccc(OCCC3CC3)cc2=O)sc1C(=O)NCc1cccnc1. The reactants are Cc1nc(-n2ccc(OCCC3CC3)cc2=O)sc1C(=O)O, NCc1cccnc1.